From a dataset of the Open Reaction Database (ORD), a public repository of structured organic reaction records. describe an organic reaction: reactants, conditions, products, and yield The reactants are C([O-])([O-])=O.[K+].[K+] (Potassium carbonate), O (water), ClC1=C2C3=CC(CCC3(CC2=CC(=C1Cl)OCC(=O)O)CC)=O ([(5,6-Dichloro-9a-ethyl-3-oxo-1,2,9,9a-tetrahydro-3H-fluoren-7-yl)oxy]acetic acid), ClCC(C)=O (chloroacetone). Run in CN(C=O)C (dimethylformamide), CCOCC (ether). Yields the product ClC1=C2C3=CC(CCC3(CC2=CC(=C1Cl)OCC(=O)OCC(C)=O)CC)=O (2-Oxopropyl [(5,6-Dichloro-9a-ethyl-3-oxo-1,2,9,9a-tetrahydro-3H-fluoren-7-yl)oxy]acetate). As a reaction SMILES: C(=O)([O-])[O-].[K+].[K+].[Cl:7][C:8]1[C:20]([Cl:21])=[C:19]([O:22][CH2:23][C:24]([OH:26])=[O:25])[CH:18]=[C:17]2[C:9]=1[C:10]1[C:15]([CH2:27][CH3:28])([CH2:16]2)[CH2:14][CH2:13][C:12](=[O:29])[CH:11]=1.Cl[CH2:31][C:32](=[O:34])[CH3:33].O>CN(C)C=O.CCOCC>[Cl:7][C:8]1[C:20]([Cl:21])=[C:19]([O:22][CH2:23][C:24]([O:26][CH2:31][C:32](=[O:34])[CH3:33])=[O:25])[CH:18]=[C:17]2[C:9]=1[C:10]1[C:15]([CH2:27][CH3:28])([CH2:16]2)[CH2:14][CH2:13][C:12](=[O:29])[CH:11]=1 |f:0.1.2|. Procedure details: Potassium carbonate (0.2 g) is suspended in a solution of [(5,6-dichloro-9a-ethyl-3-oxo-1,2,9,9a-tetrahydro-3H-fluoren-7-yl)oxy]acetic acid (Example 20, Step D) (0.4 g, 0.0011 mole) in dimethylformamide (3 ml). After warming the suspension on a steam bath for 15 minutes, chloroacetone (0.5 g, 0.005 mole) is added and the mixture heated for an additional 15 minutes. The reaction mixture is cooled, poured into water (50 ml) and the product extracted into ether (three 15 ml portions. The extract is... Starting materials: CO.C[O-].[Na+] (sodium methoxide methanol), Cl.NC(=N)N (Guanidine hydrochloride), C(C)(=O)NC=1SC(=C(N1)CCC1=CC=C(C(=O)OC)C=C1)CC1=CC=C(C=C1)S(=O)(=O)C (methyl 4-(2-{2-(acetylamino)-5-[4-(methylsulfonyl)benzyl]-1,3-thiazol-4-yl}ethyl)benzoate). Run in CN(C)C=O (DMF). Conditions: time 15 minute. The product is C(C)(=O)NC=1SC(=C(N1)CCC1=CC=C(C(=O)NC(=N)N)C=C1)CC1=CC=C(C=C1)S(=O)(=O)C (4-(2-{2-(acetylamino)-5-[4-(methylsulfonyl)benzyl]-1,3-thiazol-4-yl}ethyl)-N-[amino(imino)methyl]benzamide). Yield: 23.1%. RXN SMILES: Cl.[NH2:2][C:3]([NH2:5])=[NH:4].CO.C[O-].[Na+].[C:11]([NH:14][C:15]1[S:16][C:17]([CH2:32][C:33]2[CH:38]=[CH:37][C:36]([S:39]([CH3:42])(=[O:41])=[O:40])=[CH:35][CH:34]=2)=[C:18]([CH2:20][CH2:21][C:22]2[CH:31]=[CH:30][C:25]([C:26](OC)=[O:27])=[CH:24][CH:23]=2)[N:19]=1)(=[O:13])[CH3:12]>CN(C=O)C>[C:11]([NH:14][C:15]1[S:16][C:17]([CH2:32][C:33]2[CH:34]=[CH:35][C:36]([S:39]([CH3:42])(=[O:40])=[O:41])=[CH:37][CH:38]=2)=[C:18]([CH2:20][CH2:21][C:22]2[CH:23]=[CH:24][C:25]([C:26]([NH:4][C:3]([NH2:5])=[NH:2])=[O:27])=[CH:30][CH:31]=2)[N:19]=1)(=[O:13])[CH3:12] |f:0.1,2.3.4|. Procedure: Guanidine hydrochloride (152 mg) was dissolved in DMF (3 ml), and then 28% sodium methoxide methanol solution (0.3 ml) was added to the solution at r.t. The suspension was stirred at r.t. for 15 minutes, and methyl 4-(2-{2-(acetylamino)-5-[4-(methylsulfonyl)benzyl]-1,3-thiazol-4-yl}ethyl)benzoate (150 mg) was added to the mixture at r.t. The reaction mixture was stirred at r.t. for 14.hours, and concentrated in vacuo. The residue was dissolved in water, and neutralized with 1N-HCl. The precipita...